This data is from the Open Reaction Database (ORD), a public repository of structured organic reaction records. The task is: describe an organic reaction: reactants, conditions, products, and yield The yield is 91.4%. Run at temperature 100 celsius, time 6 hour. Reaction SMILES: [CH3:1][S:2][C:3]1[N:4]=[CH:5][C:6]2[C:15](=[O:16])[N:14]([C:17]3[CH:18]=[C:19]([CH:23]=[CH:24][CH:25]=3)[C:20](O)=[O:21])[CH2:13][C@H:12]3[N:8]([CH2:9][CH2:10][CH2:11]3)[C:7]=2[N:26]=1.ON1C2C=CC=CC=2N=N1.C(N=C=NCCCN(C)C)C.O[NH:49][C:50](=[NH:52])[CH3:51]>CN(C=O)C.O>[CH3:51][C:50]1[N:52]=[C:20]([C:19]2[CH:18]=[C:17]([N:14]3[CH2:13][C@H:12]4[N:8]([CH2:9][CH2:10][CH2:11]4)[C:7]4[N:26]=[C:3]([S:2][CH3:1])[N:4]=[CH:5][C:6]=4[C:15]3=[O:16])[CH:25]=[CH:24][CH:23]=2)[O:21][N:49]=1. The product is CC1=NOC(=N1)C=1C=C(C=CC1)N1C(C2=C(N3CCC[C@H]3C1)N=C(N=C2)SC)=O ((S)-5-[3-(3-methyl-1,2,4-oxadiazol-5-yl)phenyl]-9-methylthio-1,2,3,3a,4,5-hexahydro-5,8,10,10b-tetraazabenzo[e]azulen-6-one). The solvent is CN(C)C=O (DMF), O (water). Reactants: ON1N=NC2=C1C=CC=C2 (1-hydroxybenzotriazole), C(C)N=C=NCCCN(C)C (1-ethyl-3-(3-dimethylaminopropyl)carbodiimide), ONC(C)=N (N-hydroxyacetamidine), CSC=1N=CC2=C(N3CCC[C@H]3CN(C2=O)C=2C=C(C(=O)O)C=CC2)N1 ((S)-3-(9-methylthio-6-oxo-2,3,3a,4-tetrahydro-1H,6H-5,8,10,10b-tetraazabenzo[e]azulen-5-yl)benzoic acid). Procedure: (S)-3-(9-Methylthio-6-oxo-2,3,3a,4-tetrahydro-1H,6H-5,8,10,10b-tetraazabenzo[e]azulen-5-yl)benzoic acid (180 mg, 0.49 mmol) obtained in Step 1 of Example 56 was suspended in DMF (3.0 mL), and the mixture was stirred at 100° C. for 6 hours after adding 1-hydroxybenzotriazole (200 mg, 1.46 mmol), 1-ethyl-3-(3-dimethylaminopropyl)carbodiimide (280 mg, 1.46 mmol), and N-hydroxyacetamidine (108 mg, 1.46 mmol). Thereafter, water was added to the mixture, and the mixture was extracted with ethyl acetat... Reactants: COC(=O)c1c(CNC(=O)OC(C)(C)C)cccc1[N+](=O)[O-], CO, O. Yields the product CC(C)(C)OC(=O)NCc1cccc([N+](=O)[O-])c1C(=O)O. Reaction SMILES: [CH3:1][O:2][C:3]([c:4]1[c:5]([CH2:13][NH:14][C:15](=[O:16])[O:17][C:18]([CH3:19])([CH3:20])[CH3:21])[cH:6][cH:7][cH:8][c:9]1[N+:10](=[O:11])[O-:12])=[O:22].[CH3:23][OH:24].[OH2:25]>>[O:2]=[C:3]([c:4]1[c:5]([CH2:13][NH:14][C:15](=[O:16])[O:17][C:18]([CH3:19])([CH3:20])[CH3:21])[cH:6][cH:7][cH:8][c:9]1[N+:10](=[O:11])[O-:12])[OH:22]. The reactants are COCc1nc(-c2ccc(OC(F)(F)F)cc2)nc(C)c1CO, O=S(Cl)Cl. The product is COCc1nc(-c2ccc(OC(F)(F)F)cc2)nc(C)c1CCl. As a reaction SMILES: [CH3:1][O:2][CH2:3][c:4]1[n:5][c:6](-[c:13]2[cH:14][cH:15][c:16]([O:19][C:20]([F:21])([F:22])[F:23])[cH:17][cH:18]2)[n:7][c:8]([CH3:12])[c:9]1[CH2:10][OH:11].[S:24]([Cl:25])([Cl:26])=[O:27]>>[CH3:1][O:2][CH2:3][c:4]1[n:5][c:6](-[c:13]2[cH:14][cH:15][c:16]([O:19][C:20]([F:21])([F:22])[F:23])[cH:17][cH:18]2)[n:7][c:8]([CH3:12])[c:9]1[CH2:10][Cl:26]. The reactants are O=C([O-])[O-], CN=C(NC)N(C)C, O=C1CCC(=O)N1I, [K+], [Na+], [Na+], [Na+], [Na+], CN(C)C=O, Cc1cc(-c2ccc(C#N)cc2)ccc1O, O=P([O-])(O)O, O=S([O-])[O-]. Yields the product Cc1cc(-c2ccc(C#N)cc2)cc(I)c1O. As a reaction SMILES: [C:39](=[O:40])([O-:41])[O-:42].[CH3:25][NH:26][C:27](=[N:28][CH3:29])[N:30]([CH3:31])[CH3:32].[I:17][N:18]1[C:19](=[O:20])[CH2:21][CH2:22][C:23]1=[O:24].[K+:45].[Na+:37].[Na+:38].[Na+:43].[Na+:44].[O:51]=[CH:52][N:53]([CH3:54])[CH3:55].[OH:1][c:2]1[c:3]([CH3:16])[cH:4][c:5](-[c:8]2[cH:9][cH:10][c:11]([C:14]#[N:15])[cH:12][cH:13]2)[cH:6][cH:7]1.[OH:46][P:47](=[O:48])([O-:49])[OH:50].[S:33]([O-:34])([O-:35])=[O:36]>>[OH:1][c:2]1[c:3]([CH3:16])[cH:4][c:5](-[c:8]2[cH:9][cH:10][c:11]([C:14]#[N:15])[cH:12][cH:13]2)[cH:6][c:7]1[I:17]. The reactants are O=C([O-])[O-], CCOC(=O)C(C)(C)N(C)c1c(F)c(F)nc(Oc2cc(C#N)ccc2OCc2ccccc2)c1F, CN1CCN=C1c1cccc(O)c1, CS(C)=O, CCOC(C)=O, [Cs+], [Cs+], O. Yields the product CCOC(=O)C(C)(C)N(C)c1c(F)c(Oc2cccc(C3=NCCN3C)c2)nc(Oc2cc(C#N)ccc2OCc2ccccc2)c1F. RXN SMILES: [C:50](=[O:51])([O-:52])[O-:53].[CH2:1]([c:2]1[cH:3][cH:4][cH:5][cH:6][cH:7]1)[O:8][c:9]1[c:10]([O:17][c:18]2[n:19][c:20]([F:36])[c:21]([F:35])[c:22]([N:25]([C:26]([CH3:27])([CH3:28])[C:29](=[O:30])[O:31][CH2:32][CH3:33])[CH3:34])[c:23]2[F:24])[cH:11][c:12]([C:13]#[N:14])[cH:15][cH:16]1.[CH3:37][N:38]1[C:39]([c:43]2[cH:44][c:45]([OH:49])[cH:46][cH:47][cH:48]2)=[N:40][CH2:41][CH2:42]1.[CH3:57][S:58]([CH3:59])=[O:60].[CH3:61][CH2:62][O:63][C:64](=[O:65])[CH3:66].[Cs+:54].[Cs+:55].[OH2:56]>>[CH2:1]([c:2]1[cH:3][cH:4][cH:5][cH:6][cH:7]1)[O:8][c:9]1[c:10]([O:17][c:18]2[n:19][c:20]([O:49][c:45]3[cH:44][c:43]([C:39]4=[N:40][CH2:41][CH2:42][N:38]4[CH3:37])[cH:48][cH:47][cH:46]3)[c:21]([F:35])[c:22]([N:25]([C:26]([CH3:27])([CH3:28])[C:29](=[O:30])[O:31][CH2:32][CH3:33])[CH3:34])[c:23]2[F:24])[cH:11][c:12]([C:13]#[N:14])[cH:15][cH:16]1. Starting materials: C[O-], CO, Cc1ccnc(CCl)c1, Cl, [Na+], O, O=c1c2ccccc2nc(S)n1-c1ccccc1. The product is Cc1ccnc(CSc2nc3ccccc3c(=O)n2-c2ccccc2)c1. RXN SMILES: [CH3:1][O-:2].[CH3:33][OH:34].[Cl:23][CH2:24][c:25]1[n:26][cH:27][cH:28][c:29]([CH3:31])[cH:30]1.[ClH:22].[Na+:3].[OH2:32].[SH:4][c:5]1[n:6][c:7]2[cH:8][cH:9][cH:10][cH:11][c:12]2[c:13](=[O:21])[n:14]1-[c:15]1[cH:16][cH:17][cH:18][cH:19][cH:20]1>>[S:4]([c:5]1[n:6][c:7]2[cH:8][cH:9][cH:10][cH:11][c:12]2[c:13](=[O:21])[n:14]1-[c:15]1[cH:16][cH:17][cH:18][cH:19][cH:20]1)[CH2:24][c:25]1[n:26][cH:27][cH:28][c:29]([CH3:31])[cH:30]1.